Task: describe an organic reaction: reactants, conditions, products, and yield. Dataset: the Open Reaction Database (ORD), a public repository of structured organic reaction records Starting materials: C1=CC=CC2=CC3=CC=CC=C3C(=C12)C(=O)Cl (9-anthroyl chloride), C(C#C)N (propargylamine). Solvent: O1CCCC1 (tetrahydrofuran), O1CCCC1 (tetrahydrofuran). Run at time 4 hour. The product is C(C#C)NC(=O)C=1C2=CC=CC=C2C=C2C=CC=CC12 (N-propargyl-9-anthramide). Isolated yield 98.7%. As a reaction SMILES: [CH:1]1[C:14]2[C:5](=[CH:6][C:7]3[C:12]([C:13]=2[C:15](Cl)=[O:16])=[CH:11][CH:10]=[CH:9][CH:8]=3)[CH:4]=[CH:3][CH:2]=1.[CH2:18]([NH2:21])[C:19]#[CH:20]>O1CCCC1>[CH2:18]([NH:21][C:15]([C:13]1[C:14]2[C:5]([CH:6]=[C:7]3[C:12]=1[CH:11]=[CH:10][CH:9]=[CH:8]3)=[CH:4][CH:3]=[CH:2][CH:1]=2)=[O:16])[C:19]#[CH:20]. Procedure: A solution of 13.68 g of 9-anthroyl chloride in 30 ml of tetrahydrofuran is added at 10°-15° to a solution of 10 g of propargylamine in 60 ml of tetrahydrofuran. After stirring at room temperature for 4 hours, the solvent is removed and the residue is stirred with methylene chloride and 5% aqueous sodium bicarbonate solution. The methylene chloride layer is dried and concentrated to give 14.54 g of crude N-propargyl-9-anthramide as a solid. An analytical sample (ethanol) had a melting point of 2... The reactants are amine, FC(C=1C=C(C=CC1)N1CCNCC1)(F)F (1-(3-trifluoromethylphenyl)piperazine), BrCCC(=O)OCC (ethyl 3-bromopropionate), C([O-])(O)=O.[Na+] (sodium bicarbonate). Solvent: C(C)O (ethanol). Run at time 8 hour. The product is FC(C=1C=C(C=CC1)N1CCN(CC1)CCC(=O)O)(F)F (3-[4-(3-trifluoromethylphenyl)-1-piperazinyl]propionic acid). Yield: 75.2%. RXN SMILES: [F:1][C:2]([F:16])([F:15])[C:3]1[CH:4]=[C:5]([N:9]2[CH2:14][CH2:13][NH:12][CH2:11][CH2:10]2)[CH:6]=[CH:7][CH:8]=1.Br[CH2:18][CH2:19][C:20]([O:22]CC)=[O:21].C(=O)(O)[O-].[Na+]>C(O)C>[F:16][C:2]([F:1])([F:15])[C:3]1[CH:4]=[C:5]([N:9]2[CH2:14][CH2:13][N:12]([CH2:18][CH2:19][C:20]([OH:22])=[O:21])[CH2:11][CH2:10]2)[CH:6]=[CH:7][CH:8]=1 |f:2.3|. Procedure: The reaction mixture of 1-(3-trifluoromethylphenyl)piperazine (510 mg, 2.2 mmol), ethyl 3-bromopropionate (500 mg, 2.7 mmol), sodium bicarbonate (300 mg, 3.5 mmol) and ethanol (15 ml) was refluxed for 3 h till the amine disappeared completely. After the mixture was filtered, the resulting solid was dissolved in 5 ml dioxane and 14 ml 5% sodium hydroxide solution. The mixture was stirred at room temperature overnight, then it was acidified with concentrated hydrogen chloride. Solid was filtered a...